Dataset: the Open Reaction Database (ORD), a public repository of structured organic reaction records. Task: describe an organic reaction: reactants, conditions, products, and yield Starting materials: C(C1=CC=CC=C1)Br (benzyl bromide), C(C)NCC (diethylamine). The solvent is CCOCC (ether), CCOCC (ether). Conditions: time 8 hour. Product: C(C)N(CC1=CC=CC=C1)CC (N,N-diethylbenzenemethanamine). As a reaction SMILES: [CH2:1](Br)[C:2]1[CH:7]=[CH:6][CH:5]=[CH:4][CH:3]=1.[CH2:9]([NH:11][CH2:12][CH3:13])[CH3:10]>CCOCC>[CH2:9]([N:11]([CH2:12][CH3:13])[CH2:1][C:2]1[CH:7]=[CH:6][CH:5]=[CH:4][CH:3]=1)[CH3:10]. Reported procedure: A mixture of 11.9 ml of benzyl bromide in 100 ml of ether was added dropwise to a mixture of 30.9 ml of diethylamine in 100 ml of ether. This mixture was stirred overnight then filtered and washed with ether. The combined filtrate and wash was washed with water, dried and concentrated to an oil. This oil was distilled through a Kugelrohr and the fraction boiling at <70° C., 1.5 mm collected, giving 10.6 g of N,N-diethylbenzenemethanamine as an oil. The reactants are C[Si](C)(C)CCOCCl, CCCCCC, Cc1cccc(-c2[nH]c(C(F)(F)F)nc2-c2ccc(S(C)(=O)=O)cc2)c1, [H-], [Na+]. Product: Cc1cccc(-c2c(-c3ccc(S(C)(=O)=O)cc3)nc(C(F)(F)F)n2COCC[Si](C)(C)C)c1. RXN SMILES: [CH3:29][Si:30]([CH2:31][CH2:32][O:33][CH2:34][Cl:35])([CH3:36])[CH3:37].[CH3:38][CH2:39][CH2:40][CH2:41][CH2:42][CH3:43].[CH3:3][c:4]1[cH:5][c:6](-[c:10]2[c:11](-[c:19]3[cH:20][cH:21][c:22]([S:25](=[O:26])(=[O:27])[CH3:28])[cH:23][cH:24]3)[n:12][c:13]([C:15]([F:16])([F:17])[F:18])[nH:14]2)[cH:7][cH:8][cH:9]1.[H-:1].[Na+:2]>>[CH3:3][c:4]1[cH:5][c:6](-[c:10]2[c:11](-[c:19]3[cH:20][cH:21][c:22]([S:25](=[O:26])(=[O:27])[CH3:28])[cH:23][cH:24]3)[n:12][c:13]([C:15]([F:16])([F:17])[F:18])[n:14]2[CH2:34][O:33][CH2:32][CH2:31][Si:30]([CH3:29])([CH3:36])[CH3:37])[cH:7][cH:8][cH:9]1. Reactants: [H][H] (hydrogen), C1C=CC2=CC=CC=C12 (indene), C1CCCC=2C3=CC=CC=C3CC12 (tetrahydrofluorene). Yields the product C1=CC=CC=2C3=CC=CC=C3CC12 (fluorene), C1CCC2=CC=CC=C12 (indane). As a reaction SMILES: [CH2:1]1[C:9]2[C:4](=[CH:5][CH:6]=[CH:7][CH:8]=2)[CH:3]=[CH:2]1.[CH2:10]1[C:22]2[CH2:21][C:20]3[C:15](=[CH:16][CH:17]=[CH:18][CH:19]=3)[C:14]=2[CH2:13][CH2:12][CH2:11]1.[H][H]>>[CH:10]1[C:22]2[CH2:21][C:20]3[C:15](=[CH:16][CH:17]=[CH:18][CH:19]=3)[C:14]=2[CH:13]=[CH:12][CH:11]=1.[CH2:1]1[C:9]2[C:4](=[CH:5][CH:6]=[CH:7][CH:8]=2)[CH2:3][CH2:2]1. Reported procedure: A portion of the 2:1 fraction (by molar ratio) of indene and tetrahydrofluorene obtained in Example 1 was charged in an autoclave, and was then reacted and processed in a similar manner as in Example 1 except that the hydrogen transfer reaction was conducted at 230° C. As a result of an analysis by gas chromatography, fluorene and indane were found to have been formed with a yield of 93% (based on tetrahydrofluorene) and with a yield of 95% (based on indene), respectively.